From a dataset of the Open Reaction Database (ORD), a public repository of structured organic reaction records. describe an organic reaction: reactants, conditions, products, and yield The product is C(C)(C)(C)OC(=O)N1CCC(CC1)NCC=1C=NC(=CC1)N1C=CC2=CC(=CC=C12)S(=O)(=O)C (tert-Butyl-4-(((6-(5-(methylsulfonyl)-1H-indol-1-yl)pyridin-3-yl)methyl)amino)piperidine-1-carboxylate). Starting materials: CS(=O)(=O)C=1C=C2C=CNC2=CC1 (5-(methylsulfonyl)-1H-indole), C(C)(C)(C)OC(=O)N1CCC(CC1)NCC=1C=NC(=CC1)Cl (tert-butyl-4-(((6-chloropyridin-3-yl)methyl)amino)piperidine-1-carboxylate), CS(=O)(=O)C=1C=C2C=CNC2=CC1 (5-(methylsulfonyl)-1H-indole), C(C)(C)(C)OC(=O)N1CCC(CC1)NCC=1C=NC(=CC1)Cl (tert-butyl-4-(((6-chloropyridin-3-yl)methyl)amino)piperidine-1-carboxylate). As a reaction SMILES: [CH3:1][S:2]([C:5]1[CH:6]=[C:7]2[C:11](=[CH:12][CH:13]=1)[NH:10][CH:9]=[CH:8]2)(=[O:4])=[O:3].[C:14]([O:18][C:19]([N:21]1[CH2:26][CH2:25][CH:24]([NH:27][CH2:28][C:29]2[CH:30]=[N:31][C:32](Cl)=[CH:33][CH:34]=2)[CH2:23][CH2:22]1)=[O:20])([CH3:17])([CH3:16])[CH3:15]>>[C:14]([O:18][C:19]([N:21]1[CH2:22][CH2:23][CH:24]([NH:27][CH2:28][C:29]2[CH:30]=[N:31][C:32]([N:10]3[C:11]4[C:7](=[CH:6][C:5]([S:2]([CH3:1])(=[O:4])=[O:3])=[CH:13][CH:12]=4)[CH:8]=[CH:9]3)=[CH:33][CH:34]=2)[CH2:25][CH2:26]1)=[O:20])([CH3:17])([CH3:15])[CH3:16]. Reported procedure: The title compound was prepared by following the similar procedure as described in example-1 using 5-(methylsulfonyl)-1H-indole (intermediate 21) and tert-butyl-4-(((6-chloropyridin-3-yl)methyl)amino)piperidine-1-carboxylate (intermediate 79). Starting materials: NC1=CC(=C(C=C1)O)C1=CC=NN1C (4-Amino-2-(1-methyl-1H-pyrazol-5-yl)phenol), C(C)(C)(C)OC(=O)N[C@H](COS(=O)(=O)C)C (methanesulfonic acid 2-(S)-tert-butoxycarbonylamino-propyl ester), C([O-])([O-])=O.[Cs+].[Cs+] (Cesium carbonate). Run in CC(=O)C (acetone). The product is NC1=CC(=C(OC[C@H](C)NC(OC(C)(C)C)=O)C=C1)C1=CC=NN1C (tert-butyl(S)-1-(4-amino-2-(1-methyl-1H-pyrazol-5-yl)phenoxy)propan-2-ylcarbamate). The yield is 34.6%. RXN SMILES: [NH2:1][C:2]1[CH:7]=[CH:6][C:5]([OH:8])=[C:4]([C:9]2[N:13]([CH3:14])[N:12]=[CH:11][CH:10]=2)[CH:3]=1.[C:15]([O:19][C:20]([NH:22][C@@H:23]([CH3:30])[CH2:24]OS(C)(=O)=O)=[O:21])([CH3:18])([CH3:17])[CH3:16].C(=O)([O-])[O-].[Cs+].[Cs+]>CC(C)=O>[NH2:1][C:2]1[CH:7]=[CH:6][C:5]([O:8][CH2:30][C@@H:23]([NH:22][C:20](=[O:21])[O:19][C:15]([CH3:16])([CH3:18])[CH3:17])[CH3:24])=[C:4]([C:9]2[N:13]([CH3:14])[N:12]=[CH:11][CH:10]=2)[CH:3]=1 |f:2.3.4|. Procedure details: 4-Amino-2-(1-methyl-1H-pyrazol-5-yl)phenol (300.00 mg, 1585.5 μmol), methanesulfonic acid 2-(S)-tert-butoxycarbonylamino-propyl ester (602.45 mg, 2378.3 μmol) and Cesium carbonate (1033.2 mg, 3171.0 μmol) were dissolved in acetone, and heated in the microwave at 130 C for 1 hour. The reaction mixture was filtered and the filtrate removed under vacuum. The residue was dissolved in DCM; washed with 1N NaOH (3×) and then removed under vacuum to yield a brownish residue in 34.6% yield. LCMS m/z=347.... Reactants: C(C)(=O)O (Acetic acid), C(#N)[BH3-].[Na+].C1CCOC1 (sodium cyanoborohydride THF), FC=1C=C2/C(/C(NC2=CC1F)=O)=C\1/C=C(C(O1)(C)C)C1=CC=C(C=O)C=C1 (4-[(5E)-5-(5,6-difluoro-2-oxo-1,2-dihydro-3H-indol-3-ylidene)-2,2-dimethyl-2,5-dihydrofuran-3-yl]benzaldehyde), N1CCC(C(=O)OC)CC1 (methyl isonipecotate). Run in O (water), CN(C)C=O (DMF), CO (methanol). Run at time 16 hour. Product: FC=1C=C2/C(/C(NC2=CC1F)=O)=C\1/C=C(C(O1)(C)C)C1=CC=C(CN2CCC(CC2)C(=O)OC)C=C1 (methyl 1-{4-[(5E)-5-(5,6-difluoro-2-oxo-1,2-dihydro-3H-indol-3-ylidene)-2,2-dimethyl-2,5-dihydrofuran-3-yl]benzyl}piperidine-4-carboxylate). Reaction SMILES: [F:1][C:2]1[CH:3]=[C:4]2[C:8](=[CH:9][C:10]=1[F:11])[NH:7][C:6](=[O:12])/[C:5]/2=[C:13]1\[CH:14]=[C:15]([C:20]2[CH:27]=[CH:26][C:23]([CH:24]=O)=[CH:22][CH:21]=2)[C:16]([CH3:19])([CH3:18])[O:17]\1.[NH:28]1[CH2:37][CH2:36][CH:31]([C:32]([O:34][CH3:35])=[O:33])[CH2:30][CH2:29]1.C(O)(=O)C.C([BH3-])#N.[Na+].C1COCC1>CN(C=O)C.CO.O>[F:1][C:2]1[CH:3]=[C:4]2[C:8](=[CH:9][C:10]=1[F:11])[NH:7][C:6](=[O:12])/[C:5]/2=[C:13]1\[CH:14]=[C:15]([C:20]2[CH:27]=[CH:26][C:23]([CH2:24][N:28]3[CH2:37][CH2:36][CH:31]([C:32]([O:34][CH3:35])=[O:33])[CH2:30][CH2:29]3)=[CH:22][CH:21]=2)[C:16]([CH3:18])([CH3:19])[O:17]\1 |f:3.4.5|. Procedure details: A mixture of 4-[(5E)-5-(5,6-difluoro-2-oxo-1,2-dihydro-3H-indol-3-ylidene)-2,2-dimethyl-2,5-dihydrofuran-3-yl]benzaldehyde (60 mg, 0.16 mmol), methyl isonipecotate (50 mg, 0.35 mmol), and 100 mg of 4 Å molecular sieves in 5 mL of anhydrous DMF was stirred under nitrogen for 16 hours. Acetic acid (20 mg) and 1M sodium cyanoborohydride/THF solution (0.35 mL, 0.35 mmol) were then added. The mixture was diluted with 5 mL of anhydrous methanol, stirred at room temperature for 1 hour, and poured into ... Isolated yield 95.0%. Product: C(C)(C)(C)OC(=O)N1CCN(CC1)C1=C(C=CC=C1)CO (1-t-butoxycarbonyl-4-(2-hydroxymethyl-phenyl)-piperazine). Solvent: CO (MeOH). Reaction SMILES: [C:1]([O:5][C:6]([N:8]1[CH2:13][CH2:12][N:11]([C:14]2[CH:19]=[CH:18][CH:17]=[CH:16][C:15]=2[CH:20]=[O:21])[CH2:10][CH2:9]1)=[O:7])([CH3:4])([CH3:3])[CH3:2].[BH4-].[Na+]>CO>[C:1]([O:5][C:6]([N:8]1[CH2:9][CH2:10][N:11]([C:14]2[CH:19]=[CH:18][CH:17]=[CH:16][C:15]=2[CH2:20][OH:21])[CH2:12][CH2:13]1)=[O:7])([CH3:4])([CH3:2])[CH3:3] |f:1.2|. The reactants are C(C)(C)(C)OC(=O)N1CCN(CC1)C1=C(C=CC=C1)C=O (1-t-butoxycarbonyl-4-(2-formyl-phenyl)-piperazine), [BH4-].[Na+] (NaBH4). Reported procedure: A solution of 1.15 g (3.96 mmol) of 1-t-butoxycarbonyl-4-(2-formyl-phenyl)-piperazine in 10 mL of MeOH was treated with 0.15 g (3.96 mmol) of NaBH4. After 2 h the reaction was quenched by adding 1.2N HCl and the mixture was extracted with EtOAc. The EtOAc solution was washed with water, brine and dried. The filtrate was concentrated to yield 1.1 g (95%) of 1-t-butoxycarbonyl-4-(2-hydroxymethyl-phenyl)-piperazine as a white foam which was used without purification. Run in C(C)#N (acetonitrile). RXN SMILES: Cl[CH2:2][CH2:3][S:4]([CH2:7][CH2:8]Cl)(=O)=O.[C:10](#[N:14])[CH2:11][C:12]#[N:13].C(=O)([O-])[O-].[K+].[K+]>C(#N)C>[S:4]1[CH2:7][CH2:8][C:11]([C:10]#[N:14])([C:12]#[N:13])[CH2:2][CH2:3]1 |f:2.3.4|. Yields the product S1CCC(CC1)(C#N)C#N (tetrahydro-4H-thiopyran-4,4-dicarbonitrile). The reactants are ClCCS(=O)(=O)CCCl (bis(2-chloroethyl)sulfone), C(CC#N)#N (malononitrile), C([O-])([O-])=O.[K+].[K+] (potassium carbonate). Procedure details: A mixture of 38.2 g of bis(2-chloroethyl)sulfone, 13.2 g of malononitrile, 55.28g of potassium carbonate and 800 ml of acetonitrile is refluxed on a steam bath for 24 hours, then filtered while hot. The filtrate is evaporated and the residue crystallized with charcoal treatment from 100 ml of ethanol, giving 10.6 g of tetrahydro-4H-thiopyran-4,4-dicarbonitrile, 1,1-dioxide as colorless crystals. Yield: 34.9%. The reactants are C(C)(C)(C)OC(=O)N1CCC(CC1)NC1=NC=C(C=N1)C1=CC=C(C=C1)OC (4-[5-(4-methoxy-phenyl)-pyrimidin-2-ylamino]-piperidine-1-carboxylic acid tert-butyl ester), Cl (HCl). Run in C(C)O (ethanol), O1CCOCC1 (dioxane). Conditions: time 2 hour. Yields the product Cl.Cl.COC1=CC=C(C=C1)C=1C=NC(=NC1)NC1CCNCC1 ([5-(4-Methoxy-phenyl)-pyrimidin-2-yl]-piperidin-4-yl-amine dihydrochloride). As a reaction SMILES: C(OC([N:8]1[CH2:13][CH2:12][CH:11]([NH:14][C:15]2[N:20]=[CH:19][C:18]([C:21]3[CH:26]=[CH:25][C:24]([O:27][CH3:28])=[CH:23][CH:22]=3)=[CH:17][N:16]=2)[CH2:10][CH2:9]1)=O)(C)(C)C.[ClH:29]>C(O)C.O1CCOCC1>[ClH:29].[ClH:29].[CH3:28][O:27][C:24]1[CH:25]=[CH:26][C:21]([C:18]2[CH:17]=[N:16][C:15]([NH:14][CH:11]3[CH2:12][CH2:13][NH:8][CH2:9][CH2:10]3)=[N:20][CH:19]=2)=[CH:22][CH:23]=1 |f:4.5.6|. Procedure: To a solution of 4-[5-(4-methoxy-phenyl)-pyrimidin-2-ylamino]-piperidine-1-carboxylic acid tert-butyl ester (0.55 g, 1.43 mmol) in ethanol (10 mL) was added 4 M HCl in dioxane (10 mL) and the reaction mixture stirred at rt for 2 h. The solvent was removed under reduced pressure and the crude product used in the consecutive step without further purification assuming quantitative deprotection and formation of the dihydrochloride salt. MS (ISP): 285.5 [M+H]+.